From a dataset of the Open Reaction Database (ORD), a public repository of structured organic reaction records. describe an organic reaction: reactants, conditions, products, and yield Starting materials: ClC1=NC=CC(=N1)Cl (2,4-dichloropyrimidine), CN (methylamine). Run in ClCCl (dichloromethane). Conditions: temperature 5 celsius, time 12 hour. Product: ClC1=NC=CC(=N1)NC (2-chloro-4-methylaminopyrimidine). Yield: 88.6%. RXN SMILES: [Cl:1][C:2]1[N:7]=[C:6](Cl)[CH:5]=[CH:4][N:3]=1.[CH3:9][NH2:10]>ClCCl>[Cl:1][C:2]1[N:7]=[C:6]([NH:10][CH3:9])[CH:5]=[CH:4][N:3]=1. Procedure details: To a solution of 17.0 g (0.11 mole) of 2,4-dichloropyrimidine in 150 ml of dichloromethane was added methylamine (0.25 mole, 20 ml of 40% methanol solution) at such a rate that the temperature of the solution was maintained at 5° C. After the addition, the solution was stirred at room temperature for 12 hours. The reaction mixture was concentrated under reduced pressure, and extracted with dichloromethane. The dichloromethane layer was dried over an anhydrous sodium sulfate, and concentrated und... Starting materials: NC(CCCCC(=O)OC)C1=C(C=CC=C1OC)OC (methyl 6-amino-6-(2,6-dimethoxyphenyl)hexanoate), N1=C(C=CC=C1)C=1C=C(C=O)C=CC1 (3-(pyridin-2-yl)benzaldehyde). Yields the product COC1=C(C(=CC=C1)OC)C1CCCCC(N1CC1=CC(=CC=C1)C1=NC=CC=C1)=O (7-(2,6-dimethoxyphenyl)-1-(3-(pyridin-2-yl)benzyl)azepan-2-one). Reaction SMILES: [NH2:1][CH:2]([C:11]1[C:16]([O:17][CH3:18])=[CH:15][CH:14]=[CH:13][C:12]=1[O:19][CH3:20])[CH2:3][CH2:4][CH2:5][CH2:6][C:7]([O:9]C)=O.[N:21]1[CH:26]=[CH:25][CH:24]=[CH:23][C:22]=1[C:27]1[CH:28]=[C:29]([CH:32]=[CH:33][CH:34]=1)[CH:30]=O>>[CH3:20][O:19][C:12]1[CH:13]=[CH:14][CH:15]=[C:16]([O:17][CH3:18])[C:11]=1[CH:2]1[N:1]([CH2:30][C:29]2[CH:32]=[CH:33][CH:34]=[C:27]([C:22]3[CH:23]=[CH:24][CH:25]=[CH:26][N:21]=3)[CH:28]=2)[C:7](=[O:9])[CH2:6][CH2:5][CH2:4][CH2:3]1. Reported procedure: Prepared according to the described general procedure 1 (GP1) by reaction of methyl 6-amino-6-(2,6-dimethoxyphenyl)hexanoate with commercially available 3-(pyridin-2-yl)benzaldehyde. Subsequent purification by preparative HPLC afforded the target compound. LC-MS (conditions A): tR=0.67 min.; [M+H]+: 417.04 g/mol. Starting materials: C[O-], CO, COc1ccc(F)c(F)c1C(=O)c1cnc(NC2CCN(S(C)(=O)=O)CC2)nc1N, [Na+]. Yields the product COc1ccc(F)c(OC)c1C(=O)c1cnc(NC2CCN(S(C)(=O)=O)CC2)nc1N. As a reaction SMILES: [CH3:31][O-:32].[CH3:34][OH:35].[NH2:1][c:2]1[n:3][c:4]([NH:20][CH:21]2[CH2:22][CH2:23][N:24]([S:27](=[O:28])(=[O:29])[CH3:30])[CH2:25][CH2:26]2)[n:5][cH:6][c:7]1[C:8](=[O:9])[c:10]1[c:11]([F:19])[c:12]([F:18])[cH:13][cH:14][c:15]1[O:16][CH3:17].[Na+:33]>>[NH2:1][c:2]1[n:3][c:4]([NH:20][CH:21]2[CH2:22][CH2:23][N:24]([S:27](=[O:28])(=[O:29])[CH3:30])[CH2:25][CH2:26]2)[n:5][cH:6][c:7]1[C:8](=[O:9])[c:10]1[c:11]([O:32][CH3:31])[c:12]([F:18])[cH:13][cH:14][c:15]1[O:16][CH3:17]. The reactants are O=P(Cl)(Cl)Cl (phosphoroxychloride), Cl.N(C(=O)C)C1=CC=C2C(=NN=C(C2=C1)O)CC1=CC=NC=C1 (7-acetamino-1-hydroxy-4-(4-pyridylmethyl)phthalazine hydrochloride), C(=O)(O)[O-].[Na+] (NaHCO3). Solvent: C(C)#N (acetonitrile), O (water). Reaction conditions: temperature 10 celsius, time 15 minute. Product: N(C(=O)C)C1=CC=C2C(=NN=C(C2=C1)Cl)CC1=CC=NC=C1 (7-Acetamino-1-chloro-4-(4-pyridylmethyl)phthalazine). RXN SMILES: Cl.[NH:2]([C:6]1[CH:15]=[C:14]2[C:9]([C:10]([CH2:17][C:18]3[CH:23]=[CH:22][N:21]=[CH:20][CH:19]=3)=[N:11][N:12]=[C:13]2O)=[CH:8][CH:7]=1)[C:3]([CH3:5])=[O:4].O=P(Cl)(Cl)[Cl:26].C([O-])(O)=O.[Na+]>C(#N)C.O>[NH:2]([C:6]1[CH:15]=[C:14]2[C:9]([C:10]([CH2:17][C:18]3[CH:23]=[CH:22][N:21]=[CH:20][CH:19]=3)=[N:11][N:12]=[C:13]2[Cl:26])=[CH:8][CH:7]=1)[C:3]([CH3:5])=[O:4] |f:0.1,3.4|. Procedure details: Under a nitrogen atmosphere, a suspension of 2.24 g (7.6 mmol) 7-acetamino-1-hydroxy-4-(4-pyridylmethyl)phthalazine hydrochloride (=1-oxo-4-[pyridyl-(4′)-methyl]-7-acetamino-1,2-dihydrophthalazine hydrochloride: for preparation see German Auslegeschrift no. 1 061 788 [published Jul. 23, 1959]) in 22 ml acetonitrile is spiked with 1.74 ml (19 mmol) phosphoroxychloride and heated for 4 h to 95° C. The mixture is cooled to 10° C., and 7.5 g NaHCO3 in 30 ml water is added. The deep-red suspension is... Reactants: C(C)(=O)OC(CCC1C(C(CC1C#N)O)=O)CCCCC (2-(3-acetoxyoctyl)-3-cyano-5-hydroxy-cyclopentanone), [BH4-].[Na+] (sodium borohydride). Solvent: CO (methanol), [OH-].[Na+] (sodium hydroxide). Run at temperature 50 celsius, time 3 hour. Product: OC1C(C(CC1O)C#N)CCC(CCCCC)O (3,4-dihydroxy-2-(3-hydroxyoctyl)cyclopentane carbonitrile). Yield: 78.8%. RXN SMILES: C([O:4][CH:5]([CH2:17][CH2:18][CH2:19][CH2:20][CH3:21])[CH2:6][CH2:7][CH:8]1[CH:12]([C:13]#[N:14])[CH2:11][CH:10]([OH:15])[C:9]1=[O:16])(=O)C.[BH4-].[Na+]>CO.[OH-].[Na+]>[OH:16][CH:9]1[CH:10]([OH:15])[CH2:11][CH:12]([C:13]#[N:14])[CH:8]1[CH2:7][CH2:6][CH:5]([OH:4])[CH2:17][CH2:18][CH2:19][CH2:20][CH3:21] |f:1.2,4.5|. Reported procedure: A stirred solution of 2-(3-acetoxyoctyl)-3-cyano-5-hydroxycyclopentanone (23.5 g.) [prepared as described in (j) above] in methanol (135 ml.) was treated dropwise, during 15 minutes, with a solution of sodium borohydride (13.2 g.) in 0.2N aqueous sodium hydroxide solution (70 ml.) at 15°-20° C. After 1 hour the solution was slowly heated to 50° C., stirred at 50° C. for 3 hours, and then allowed to stand at room temperature overnight. Methanol was removed in vacuo, water (75 ml.) was added and t... Yields the product FC(C(=O)O)(F)F.N1CC(C1)C(=O)C1=CC=C(C=C1)OC (Azetidin-3-yl-(4-methoxy-phenyl)-methanone trifluoroacetate), C(=O)(C(F)(F)F)O (TFA). Conditions: time 30 minute. The reactants are C(C)(C)(C)OC(=O)N1CC(C1)C(C1=CC=C(C=C1)OC)=O (3-(4-methoxy-benzoyl)-azetidine-1-carboxylic acid tert-butyl ester), C(=O)(C(F)(F)F)O (TFA). RXN SMILES: C(OC([N:8]1[CH2:11][CH:10]([C:12](=[O:21])[C:13]2[CH:18]=[CH:17][C:16]([O:19][CH3:20])=[CH:15][CH:14]=2)[CH2:9]1)=O)(C)(C)C.[C:22]([OH:28])([C:24]([F:27])([F:26])[F:25])=[O:23]>C(Cl)Cl>[F:25][C:24]([F:27])([F:26])[C:22]([OH:28])=[O:23].[NH:8]1[CH2:11][CH:10]([C:12]([C:13]2[CH:18]=[CH:17][C:16]([O:19][CH3:20])=[CH:15][CH:14]=2)=[O:21])[CH2:9]1.[C:22]([OH:28])([C:24]([F:27])([F:26])[F:25])=[O:23] |f:3.4|. Reported procedure: To 714 mg (2.45 mmol) 3-(4-methoxy-benzoyl)-azetidine-1-carboxylic acid tert-butyl ester in 10 mL DCM was added 10 mL TFA and the mixture was stirred at room temperature for 30 minutes. The solvent was evaporated to give the desired product as a TFA salt, which was used in the next step without further purification. The solvent is C(Cl)Cl (DCM). The reactants are CC(=O)c1cc(Cl)c(N)cc1F, Cc1ccccc1, O=C1CCC(=O)N1Cl. The product is CC(=O)c1cc(Cl)c(N)c(Cl)c1F. RXN SMILES: [C:1]([CH3:2])(=[O:3])[c:4]1[cH:5][c:6]([Cl:12])[c:7]([NH2:8])[cH:9][c:10]1[F:11].[CH3:21][c:22]1[cH:23][cH:24][cH:25][cH:26][cH:27]1.[Cl:13][N:14]1[C:15](=[O:16])[CH2:17][CH2:18][C:19]1=[O:20]>>[C:1]([CH3:2])(=[O:3])[c:4]1[cH:5][c:6]([Cl:12])[c:7]([NH2:8])[c:9]([Cl:13])[c:10]1[F:11]. Starting materials: O=C([O-])[O-], CCO, ClCCl, [K+], [K+], O=C1COCC(C(OC(=O)c2ccc([N+](=O)[O-])cc2)c2ccccc2)N1. Yields the product O=C1COCC(C(O)c2ccccc2)N1. RXN SMILES: [C:30](=[O:31])([O-:32])[O-:33].[CH3:36][CH2:37][OH:38].[Cl:27][CH2:28][Cl:29].[K+:34].[K+:35].[N+:1]([c:2]1[cH:3][cH:4][c:5]([C:6](=[O:7])[O:10][CH:11]([c:12]2[cH:13][cH:14][cH:15][cH:16][cH:17]2)[CH:18]2[CH2:19][O:20][CH2:21][C:22](=[O:24])[NH:23]2)[cH:8][cH:9]1)([O-:25])=[O:26]>>[OH:10][CH:11]([c:12]1[cH:13][cH:14][cH:15][cH:16][cH:17]1)[CH:18]1[CH2:19][O:20][CH2:21][C:22](=[O:24])[NH:23]1.